This data is from the Open Reaction Database (ORD), a public repository of structured organic reaction records. The task is: describe an organic reaction: reactants, conditions, products, and yield Solvent: C1CCOC1 (THF). Reaction SMILES: [OH-].[Na+].CO.[CH3:5][O:6][C:7]([C:9]1[S:10][C:11]([CH2:14][CH2:15][CH2:16][C@H:17]2[CH2:21][CH2:20][C:19]([Cl:22])=[C:18]2[C:23]2[CH:28]=[CH:27][C:26]([C@H:29]([O:35]C(=O)C3C=CC([N+]([O-])=O)=CC=3)[CH2:30][CH2:31][CH2:32][CH2:33][CH3:34])=[CH:25][CH:24]=2)=[CH:12][CH:13]=1)=[O:8].Cl>C1COCC1>[CH3:5][O:6][C:7]([C:9]1[S:10][C:11]([CH2:14][CH2:15][CH2:16][C@H:17]2[CH2:21][CH2:20][C:19]([Cl:22])=[C:18]2[C:23]2[CH:24]=[CH:25][C:26]([C@H:29]([OH:35])[CH2:30][CH2:31][CH2:32][CH2:33][CH3:34])=[CH:27][CH:28]=2)=[CH:12][CH:13]=1)=[O:8] |f:0.1.2|. The yield is 82.8%. Product: COC(=O)C=1SC(=CC1)CCC[C@@H]1C(=C(CC1)Cl)C1=CC=C(C=C1)[C@@H](CCCCC)O (5-(3-{(S)-3-Chloro-2-[4-((R)-1-hydroxy-hexyl)-phenyl]-cyclopent-2-enyl}-propyl)-thiophene-2-carboxylic acid methyl ester). Procedure: A solution of 5% NaOH/MeOH (0.25 mL, 0.31 mmol), ester 14 (18 mg, 0.029 mmol) and THF (0.05 mL) was allowed to stir at room temperature. After 30 min., 10 mL 1 M HCl solution was added and the resulting mixture was extracted with ethyl acetate (2×20 mL). The combined ethyl acetate solution was dried (MgSO4), filtered and evaporated. Purification by flash chromatography on silica gel (0%→50% ethyl acetate/hexanes) gave the title compound (11 mg, 0.024 mmol, 82%). Starting materials: [OH-].[Na+].CO (NaOH MeOH), COC(=O)C=1SC(=CC1)CCC[C@@H]1C(=C(CC1)Cl)C1=CC=C(C=C1)[C@@H](CCCCC)OC(C1=CC=C(C=C1)[N+](=O)[O-])=O (5-[3-((S)-3-Chloro-2-{4-[(R)-1-(4-nitro-benzoyloxy)-hexyl]-phenyl}-cyclopent-2-enyl)-propyl]-thiophene-2-carboxylic acid methyl ester), Cl (HCl). Conditions: time 30 minute. The reactants are CC(Cl)c1cccnc1, OC1=C(C=C(CN2CCOCC2)C(C)=C1)C. The reagents and catalysts are O=C([O-])[O-].[Cs+].[Cs+] (cesium carbonate), [I-].[K+] (potassium iodide). Solvent: CN(C)C=O (DMF), CN(C)C=O (dmf), CN(C)C=O (DMF). Reaction conditions: temperature 70 celsius, time 16 hour. Yields the product CC(C%17=CC=CN=C%17)OC%18=C(C=C(CN%19CCOCC%19)C(C)=C%18)C. Starting materials: S(O)(O)(=O)=O (sulfuric acid), BrC=1C=C(C=C2C=NNC12)[N+](=O)[O-] (7-bromo-5-nitro-1H-indazole). The solvent is CC(C)(C)O (2-Methyl-2-propanol). The product is BrC1=CC(=CC2=CN(N=C12)C(C)(C)C)[N+](=O)[O-] (7-bromo-2-(tert-butyl)-5-nitro-2H-indazole). RXN SMILES: S(=O)(=O)(O)O.[Br:6][C:7]1[CH:8]=[C:9]([N+:16]([O-:18])=[O:17])[CH:10]=[C:11]2[C:15]=1[NH:14][N:13]=[CH:12]2>CC(O)(C)C>[Br:6][C:7]1[C:15]2[C:11](=[CH:12][N:13]([C:11]([CH3:15])([CH3:12])[CH3:10])[N:14]=2)[CH:10]=[C:9]([N+:16]([O-:18])=[O:17])[CH:8]=1. Procedure details: 2-Methyl-2-propanol (5 mL) and concentrated sulfuric acid (0.1 mL) were added to 7-bromo-5-nitro-1H-indazole (484 mg), and the reaction solution was allowed to react in a microwave reactor at 100° C. for 1 hour. After dilution with ethyl acetate, the reaction solution was washed successively with an aqueous sodium bicarbonate solution and a saturated saline solution. After drying over anhydrous sodium sulfate, the solvent was evaporated under vacuum to obtain 7-bromo-2-(tert-butyl)-5-nitro-2H-in... Isolated yield 32.3%. The product is C(C1=CC=CC=C1)SC1CC(N1CC(CCC1=CC=CC=C1)=O)=O (4-(Benzylthio)-1-(4-phenyl-2-oxobutyl)azetidin-2-one). Reported procedure: To a cooled (cold water bath) solution of 4-(benzylthio)azetidin-2-one (5.5 g, 28.5 mmol), tetra-n-butylammonium bromide (0.9 g, 2.85 mmol) and 1-bromo-4-phenylbutan-2-one (7.1 g, 31.3 mmol) in dry THF (100 ml) was added freshly powdered potassium hydroxide (1.8 g, 31.3 mmol), and the mixture stirred vigorously for 2 hr at ambient temperature. Water was added and the product extracted into ethyl acetate, dried (MgSO4) and evaporated to an oil. Treatment with ether gave the product as a white cry... The reagents and catalysts are [Br-].C(CCC)[N+](CCCC)(CCCC)CCCC (tetra-n-butylammonium bromide). Starting materials: O (water), C(C1=CC=CC=C1)SC1CC(N1)=O (4-(benzylthio)azetidin-2-one), BrCC(CCC1=CC=CC=C1)=O (1-bromo-4-phenylbutan-2-one), [OH-].[K+] (potassium hydroxide), O (Water). RXN SMILES: O.[CH2:2]([S:9][CH:10]1[NH:13][C:12](=[O:14])[CH2:11]1)[C:3]1[CH:8]=[CH:7][CH:6]=[CH:5][CH:4]=1.Br[CH2:16][C:17](=[O:26])[CH2:18][CH2:19][C:20]1[CH:25]=[CH:24][CH:23]=[CH:22][CH:21]=1.[OH-].[K+]>[Br-].C([N+](CCCC)(CCCC)CCCC)CCC.C1COCC1>[CH2:2]([S:9][CH:10]1[N:13]([CH2:16][C:17](=[O:26])[CH2:18][CH2:19][C:20]2[CH:25]=[CH:24][CH:23]=[CH:22][CH:21]=2)[C:12](=[O:14])[CH2:11]1)[C:3]1[CH:4]=[CH:5][CH:6]=[CH:7][CH:8]=1 |f:3.4,5.6|. Reaction conditions: time 2 hour. The solvent is C1CCOC1 (THF). Starting materials: CC=1C=C(C=CC1C)C(C)=O (3',4'-dimethylacetophenone), COC(N(C)C)OC (dimethylformamide dimethylacetal). Product: CC=1C=C(C=CC1C)C(C=CN(C)C)=O (3',4'-Dimethyl-3-dimethylaminoacrylophenone). As a reaction SMILES: [CH3:1][C:2]1[CH:3]=[C:4]([C:9](=[O:11])[CH3:10])[CH:5]=[CH:6][C:7]=1[CH3:8].CO[CH:14](OC)[N:15]([CH3:17])[CH3:16]>>[CH3:1][C:2]1[CH:3]=[C:4]([C:9](=[O:11])[CH:10]=[CH:14][N:15]([CH3:17])[CH3:16])[CH:5]=[CH:6][C:7]=1[CH3:8]. Procedure details: A mixture of 50 g. of 3',4'-dimethylacetophenone and 50 ml. of dimethylformamide dimethylacetal is refluxed for 16 hours. On cooling the desired compound crystallizes from the reaction mixture. After hexane is added, the desired compound is recovered by filtration, m.p. 108°-110° C. Reactants: C(C)(=O)O[C@@H]1[C@@H](SCC=CC2=CC=CC=C2)O[C@@H]([C@H]([C@@H]1OC(C)=O)OC(C)=O)CI (Cinnamyl 2,3,4-tri-O-acetyl-6-deoxy-6-iodo-1-thio-α-D-mannopyranoside), [N-]=[N+]=[N-].[Na+] (sodium azide). Run in CN(C)C=O (DMF). Reaction conditions: temperature 85 celsius, time 24 hour. Product: C(C)(=O)O[C@@H]1[C@@H](SCC=CC2=CC=CC=C2)O[C@@H]([C@H]([C@@H]1OC(C)=O)OC(C)=O)CN=[N+]=[N-] (Cinnamyl 2,3,4-tri-O-acetyl-6-azido-6-deoxy-1-thio-α-D-mannopyranoside). As a reaction SMILES: [C:1]([O:4][C@H:5]1[C@@H:20]([O:21][C:22](=[O:24])[CH3:23])[C@H:19]([O:25][C:26](=[O:28])[CH3:27])[C@@H:18]([CH2:29]I)[O:17][C@@H:6]1[S:7][CH2:8][CH:9]=[CH:10][C:11]1[CH:16]=[CH:15][CH:14]=[CH:13][CH:12]=1)(=[O:3])[CH3:2].[N-:31]=[N+:32]=[N-:33].[Na+]>CN(C=O)C>[C:1]([O:4][C@H:5]1[C@@H:20]([O:21][C:22](=[O:24])[CH3:23])[C@H:19]([O:25][C:26](=[O:28])[CH3:27])[C@@H:18]([CH2:29][N:31]=[N+:32]=[N-:33])[O:17][C@@H:6]1[S:7][CH2:8][CH:9]=[CH:10][C:11]1[CH:16]=[CH:15][CH:14]=[CH:13][CH:12]=1)(=[O:3])[CH3:2] |f:1.2|. Procedure: A suspension of 11 (8.0 g) and sodium azide (2.0 g) in DMF (100 ml) is heated with stirring for 24 hours at 85° C. (bath temperature). The solvent is evaporated in vacuo and the residue is partitioned between chloroform and water. The organic layer is separated and washed with water, dried, and evaporated to a thick syrup (7.2 g, 98%): [α]D27 +107±0.5° (C 1.0, chloroform). Reactants: BrC(C(=O)O)C1=CC=CC=C1 (α-bromophenylacetic acid), S(=O)(Cl)Cl (thionylchloride). Conditions: temperature 25 celsius, time 14 hour. Yields the product BrC(C(=O)Cl)C1=CC=CC=C1 (α-bromophenylacetylchloride). Isolated yield 100.0%. Reaction SMILES: [Br:1][CH:2]([C:6]1[CH:11]=[CH:10][CH:9]=[CH:8][CH:7]=1)[C:3](O)=[O:4].S(Cl)([Cl:14])=O>>[Br:1][CH:2]([C:6]1[CH:11]=[CH:10][CH:9]=[CH:8][CH:7]=1)[C:3]([Cl:14])=[O:4]. Procedure: A solution of α-bromophenylacetic acid (19.3 g, 89.7 mmol) in thionylchloride (100 mL) was refluxed (2 hours), cooled (25° C.), and stirred (25° C., 14 hours). The resulting solution was concentrated in vacuo, diluted with ether, and concentrated again to yield 21.0 g (100%) of α-bromophenylacetylchloride as a slightly yellow oil which was used without further purification. The product is COCCNc1noc(C2CC(c3ccc(C(F)(F)F)cc3)CN(C(=O)N3CCOCC3)C2)n1. As a reaction SMILES: [CH3:31][O:32][CH2:33][CH2:34][NH2:35].[CH3:36][CH2:37][OH:38].[Cl:1][c:2]1[n:3][o:4][c:5]([CH:7]2[CH2:8][N:9]([C:23](=[O:24])[N:25]3[CH2:26][CH2:27][O:28][CH2:29][CH2:30]3)[CH2:10][CH:11]([c:13]3[cH:14][cH:15][c:16]([C:19]([F:20])([F:21])[F:22])[cH:17][cH:18]3)[CH2:12]2)[n:6]1>>[c:2]1([NH:35][CH2:34][CH2:33][O:32][CH3:31])[n:3][o:4][c:5]([CH:7]2[CH2:8][N:9]([C:23](=[O:24])[N:25]3[CH2:26][CH2:27][O:28][CH2:29][CH2:30]3)[CH2:10][CH:11]([c:13]3[cH:14][cH:15][c:16]([C:19]([F:20])([F:21])[F:22])[cH:17][cH:18]3)[CH2:12]2)[n:6]1. Starting materials: COCCN, CCO, O=C(N1CCOCC1)N1CC(c2ccc(C(F)(F)F)cc2)CC(c2nc(Cl)no2)C1. Starting materials: CCOC(=O)c1nn(-c2ccc(OC)cc2)c(=O)c(C#N)c1C, CCO, [Na+], [OH-], O. The product is COc1ccc(-n2nc(C(=O)O)c(C)c(C#N)c2=O)cc1. RXN SMILES: [CH2:1]([CH3:2])[O:3][C:4](=[O:5])[c:6]1[n:7][n:8](-[c:16]2[cH:17][cH:18][c:19]([O:22][CH3:23])[cH:20][cH:21]2)[c:9](=[O:15])[c:10]([C:13]#[N:14])[c:11]1[CH3:12].[CH3:26][CH2:27][OH:28].[Na+:25].[OH-:24].[OH2:29]>>[O:3]=[C:4]([OH:5])[c:6]1[n:7][n:8](-[c:16]2[cH:17][cH:18][c:19]([O:22][CH3:23])[cH:20][cH:21]2)[c:9](=[O:15])[c:10]([C:13]#[N:14])[c:11]1[CH3:12].